This data is from the Open Reaction Database (ORD), a public repository of structured organic reaction records. The task is: describe an organic reaction: reactants, conditions, products, and yield Reactants: N1=CC=CC=C1 (pyridine), ClC=1C=NC=C(C1NC(=O)C1=CC=C(C=2OC3=C(C21)C=C(C=C3)N)OC)Cl (N-(3,5-dichloropyrid-4-yl)-4-methoxy-8-amino-dibenzo[b,d]furan-1-carboxamide), ClC=1C=NC=C(C1NC(=O)C1=CC=C(C=2OC3=C(C21)C=C(C=C3)N)OC)Cl (N-(3,5-dichloropyrid-4-yl)-4-methoxy-8-amino-dibenzo[b,d]furan-1-carboxamide), C(C)(=O)Cl (acetyl chloride). Run in C1CCOC1 (THF). Reaction conditions: time 30 minute. The product is ClC=1C=NC=C(C1NC(=O)C1=CC=C(C=2OC3=C(C21)C=C(C=C3)NC(C)=O)OC)Cl (N-(3,5-dichloropyrid-4-yl)-4-methoxy-8-acetamido-dibenzo[b,d]furan-1-carboxamide). Yield: 22.6%. RXN SMILES: [Cl:1][C:2]1[CH:3]=[N:4][CH:5]=[C:6]([Cl:27])[C:7]=1[NH:8][C:9]([C:11]1[C:19]2[C:18]3[CH:20]=[C:21]([NH2:24])[CH:22]=[CH:23][C:17]=3[O:16][C:15]=2[C:14]([O:25][CH3:26])=[CH:13][CH:12]=1)=[O:10].[C:28](Cl)(=[O:30])[CH3:29].N1C=CC=CC=1>C1COCC1>[Cl:1][C:2]1[CH:3]=[N:4][CH:5]=[C:6]([Cl:27])[C:7]=1[NH:8][C:9]([C:11]1[C:19]2[C:18]3[CH:20]=[C:21]([NH:24][C:28](=[O:30])[CH3:29])[CH:22]=[CH:23][C:17]=3[O:16][C:15]=2[C:14]([O:25][CH3:26])=[CH:13][CH:12]=1)=[O:10]. Reported procedure: N-(3,5-dichloropyrid-4-yl)-4-methoxy-8-amino-dibenzo[b,d]furan-1-carboxamide (100 mg, 0.249 mmol) (intermediate 1) was treated with acetyl chloride (22 mg, 0.299 mmol) in THF (10 ml) containing pyridine (23 mg, 0.299 mmol) at 0° C. and allowed to warm to room temperature. The reaction was stirred at room temperature for 30 min. THF was evaporated and the residue was washed with saturated sodium bicarbonate solution and water. The solid obtained was purified by silica gel column chromatography us... Starting materials: C(C1=CC=CC=C1)N(CC(CN1C(C2=CC=CC=C2C1=O)=O)O)CC1=CC=CC=C1 (2-(3-(dibenzylamino)-2-hydroxypropyl)isoindoline-1,3-dione). Run in Cl (HCl). Product: NCC(CN(CC1=CC=CC=C1)CC1=CC=CC=C1)O (1-amino-3-(dibenzylamino)propan-2-ol). Yield: 98.6%. Reaction SMILES: [CH2:1]([N:8]([CH2:24][C:25]1[CH:30]=[CH:29][CH:28]=[CH:27][CH:26]=1)[CH2:9][CH:10]([OH:23])[CH2:11][N:12]1C(=O)C2C(=CC=CC=2)C1=O)[C:2]1[CH:7]=[CH:6][CH:5]=[CH:4][CH:3]=1>Cl>[NH2:12][CH2:11][CH:10]([OH:23])[CH2:9][N:8]([CH2:1][C:2]1[CH:7]=[CH:6][CH:5]=[CH:4][CH:3]=1)[CH2:24][C:25]1[CH:30]=[CH:29][CH:28]=[CH:27][CH:26]=1. Reported procedure: A solution of 2-(3-(dibenzylamino)-2-hydroxypropyl)isoindoline-1,3-dione (4.5 g, 11.25 mmol) in conc. HCl (50 mL) was stirred at 120° C. overnight. After cooling to room temperature, the mixture was filtered. And the filtrate was extracted with CHCl3. The aqueous layer was added aq. 30% NaOH until pH was above 7, then the solution was extracted with CH2Cl2, dried over Na2SO4 and concentrated to give yellow solid (3.0 g). Reactants: CC(C)(C)OC(=O)NC1CCC(N)CC1, CCN=C=NCCCN(C)C, CN(C)C=O, [Na+], On1nnc2ccccc21, O=C([O-])O, O=C(O)c1cccnc1. Product: CC(C)(C)OC(=O)NC1CCC(NC(=O)c2cccnc2)CC1. RXN SMILES: [C:1]([CH3:2])([CH3:3])([CH3:4])[O:5][C:6](=[O:7])[NH:8][CH:9]1[CH2:10][CH2:11][CH:12]([NH2:15])[CH2:13][CH2:14]1.[CH2:25]([N:26]=[C:27]=[N:28][CH2:29][CH2:30][CH2:31][N:32]([CH3:33])[CH3:34])[CH3:35].[CH3:51][N:52]([CH3:53])[CH:54]=[O:55].[Na+:46].[OH:36][n:37]1[c:38]2[cH:39][cH:40][cH:41][cH:42][c:43]2[n:44][n:45]1.[OH:47][C:48](=[O:49])[O-:50].[n:16]1[cH:17][c:18]([C:22](=[O:23])[OH:24])[cH:19][cH:20][cH:21]1>>[C:1]([CH3:2])([CH3:3])([CH3:4])[O:5][C:6](=[O:7])[NH:8][CH:9]1[CH2:10][CH2:11][CH:12]([NH:15][C:22]([c:18]2[cH:17][n:16][cH:21][cH:20][cH:19]2)=[O:23])[CH2:13][CH2:14]1. The reactants are C(=O)(O)C1=NC=NC(=C1)Cl (4-carboxy-6-chloropyrimidine), CNC (dimethylamine). Reaction conditions: time 3 day. The product is C(=O)(O)C1=NC=NC(=C1)N(C)C (4-Carboxy-6-dimethylaminopyrimidine). RXN SMILES: [C:1]([C:4]1[CH:9]=[C:8](Cl)[N:7]=[CH:6][N:5]=1)([OH:3])=[O:2].[CH3:11][NH:12][CH3:13]>>[C:1]([C:4]1[CH:9]=[C:8]([N:12]([CH3:13])[CH3:11])[N:7]=[CH:6][N:5]=1)([OH:3])=[O:2]. Procedure: A 40% aqueous dimethylamine solution (2000 cc) is added to 4-carboxy-6-chloropyrimidine (93.6 g). The mixture is allowed to stand for 3 days and then concentrated to dryness under reduced pressure. The residue is dissolved in water (300 cc). The solution is made alkaline by the addition of sodium bicarbonate powder to a pH of 8 to 9. The solution is then extracted with diisopropyl ether (1000 cc). The aqueous phase is acidified with 12N hydrochloric acid to a pH of 2 to 3. The precipitate is fil... Reactants: CCO, CCOC(=O)C(C=C(Cl)Cl)C(C)C, [Na+], [OH-], O. Yields the product CC(C)C(C=C(Cl)Cl)C(=O)O. RXN SMILES: [CH3:16][CH2:17][OH:18].[Cl:1][C:2](=[CH:3][CH:4]([C:5](=[O:6])[O:7][CH2:8][CH3:9])[CH:10]([CH3:11])[CH3:12])[Cl:13].[Na+:15].[OH-:14].[OH2:19]>>[Cl:1][C:2](=[CH:3][CH:4]([C:5](=[O:6])[OH:7])[CH:10]([CH3:11])[CH3:12])[Cl:13]. The reactants are Cl.CN(C)CCCCl (N,N-dimethylamino-3-chloropropane hydrochloride), [N+](=O)([O-])C=1OC2=C(C1C1=CC=CC=C1)C=CC=C2C(=O)O (2-nitro-3-phenyl-7-benzofurancarboxylic acid). The product is [N+](=O)([O-])C=1OC2=C(C1C1=CC=CC=C1)C=CC=C2C(=O)OCCCN(C)C (N,N-dimethylaminopropyl 2-nitro-3-phenyl-7-benzofurancarboxylate). Reaction SMILES: Cl.[CH3:2][N:3]([CH2:5][CH2:6][CH2:7]Cl)[CH3:4].[N+:9]([C:12]1[O:13][C:14]2[C:26]([C:27]([OH:29])=[O:28])=[CH:25][CH:24]=[CH:23][C:15]=2[C:16]=1[C:17]1[CH:22]=[CH:21][CH:20]=[CH:19][CH:18]=1)([O-:11])=[O:10]>>[N+:9]([C:12]1[O:13][C:14]2[C:26]([C:27]([O:29][CH2:7][CH2:6][CH2:5][N:3]([CH3:4])[CH3:2])=[O:28])=[CH:25][CH:24]=[CH:23][C:15]=2[C:16]=1[C:17]1[CH:18]=[CH:19][CH:20]=[CH:21][CH:22]=1)([O-:11])=[O:10] |f:0.1|. Procedure details: Using the method illustrated in Example 25 N,N-dimethylamino-3-chloropropane hydrochloride is reacted with 2-nitro-3-phenyl-7-benzofurancarboxylic acid to provide N,N-dimethylaminopropyl 2-nitro-3-phenyl-7-benzofurancarboxylate, m.p. 65.5°-67.5° C., as a yellow solid. The reactants are C1(=CC=CC=C1)CN1NC(=C2C1=NC(=NC2=O)C2=CC=NC=C2)C (1-phenylmethyl-3-methyl-6-(4-pyridyl)pyrazolo[3,4-d]pyrimidin-4-one), [N+](=O)(O)[O-] (nitric acid), ice water, [OH-].[NH4+] (ammonium hydroxide). Run at temperature 0 celsius, time 2.5 hour. Yields the product [N+](=O)([O-])C1=CC=C(C=C1)CN1NC(=C2C1=NC(=NC2=O)C2=CC=NC=C2)C (1-(4-nitrophenylmethyl)-3-methyl-6-(4-pyridyl)pyrazolo(3,4-d)pyrimidin-4-one). Yield: 91.0%. As a reaction SMILES: [C:1]1([CH2:7][N:8]2[C:12]3=[N:13][C:14]([C:18]4[CH:23]=[CH:22][N:21]=[CH:20][CH:19]=4)=[N:15][C:16](=[O:17])[C:11]3=[C:10]([CH3:24])[NH:9]2)[CH:6]=[CH:5][CH:4]=[CH:3][CH:2]=1.[OH-].[NH4+].[N+:27]([O-])([OH:29])=[O:28]>>[N+:27]([C:4]1[CH:3]=[CH:2][C:1]([CH2:7][N:8]2[C:12]3=[N:13][C:14]([C:18]4[CH:19]=[CH:20][N:21]=[CH:22][CH:23]=4)=[N:15][C:16](=[O:17])[C:11]3=[C:10]([CH3:24])[NH:9]2)=[CH:6][CH:5]=1)([O-:29])=[O:28] |f:1.2|. Reported procedure: To a solution of 90% nitric acid (30 ml) at -12°-0° C. was added in small portions 1-phenylmethyl-3-methyl-6-(4-pyridyl)pyrazolo[3,4-d]pyrimidin-4-one (2.99 g, 9.4 mmol). The reaction mixture was stirred at 0° C. for 2.5 hours and then poured slowly into ice-water. The solution was neutralized with concentrated ammonium hydroxide to afford a yellow solid which was collected by filtration and washed with water, ethanol and finally ether. The product was recrystallized from ethyl acetate/ethanol (... Starting materials: CC(Nc1nc(O)c2nc(-c3ccc(F)cc3)ccc2n1)c1ccc(S(=O)(=O)NC(C)(C)C)cc1, CCOC(C)=O, ClCCl, O=C(O)C(F)(F)F, [Na+], O=C([O-])O. The product is CC(Nc1nc(O)c2nc(-c3ccc(F)cc3)ccc2n1)c1ccc(S(N)(=O)=O)cc1. RXN SMILES: [C:1]([CH3:2])([CH3:3])([CH3:4])[NH:5][S:6](=[O:7])(=[O:8])[c:9]1[cH:10][cH:11][c:12]([CH:15]([CH3:16])[NH:17][c:18]2[n:19][c:20]([OH:35])[c:21]3[c:22]([n:23]2)[cH:24][cH:25][c:26](-[c:28]2[cH:29][cH:30][c:31]([F:34])[cH:32][cH:33]2)[n:27]3)[cH:13][cH:14]1.[CH3:51][CH2:52][O:53][C:54]([CH3:55])=[O:56].[Cl:43][CH2:44][Cl:45].[F:36][C:37]([F:38])([F:39])[C:40]([OH:41])=[O:42].[Na+:50].[O-:46][C:47]([OH:48])=[O:49]>>[NH2:5][S:6](=[O:7])(=[O:8])[c:9]1[cH:10][cH:11][c:12]([CH:15]([CH3:16])[NH:17][c:18]2[n:19][c:20]([OH:35])[c:21]3[c:22]([n:23]2)[cH:24][cH:25][c:26](-[c:28]2[cH:29][cH:30][c:31]([F:34])[cH:32][cH:33]2)[n:27]3)[cH:13][cH:14]1. The reactants are COC(=O)C(O)CNC(=O)c1ccc(C(NC(=O)Nc2ccc(SC(F)(F)F)cc2)c2ccc(C3CCCCC3)cc2)cc1, CCO, [Na+], [OH-]. Product: O=C(Nc1ccc(SC(F)(F)F)cc1)NC(c1ccc(C(=O)NCC(O)C(=O)O)cc1)c1ccc(C2CCCCC2)cc1. Reaction SMILES: [CH3:1][O:2][C:3]([CH:4]([CH2:5][NH:6][C:7]([c:8]1[cH:9][cH:10][c:11]([CH:14]([c:15]2[cH:16][cH:17][c:18]([CH:21]3[CH2:22][CH2:23][CH2:24][CH2:25][CH2:26]3)[cH:19][cH:20]2)[NH:27][C:28](=[O:29])[NH:30][c:31]2[cH:32][cH:33][c:34]([S:37][C:38]([F:39])([F:40])[F:41])[cH:35][cH:36]2)[cH:12][cH:13]1)=[O:42])[OH:43])=[O:44].[CH3:47][CH2:48][OH:49].[Na+:46].[OH-:45]>>[O:2]=[C:3]([CH:4]([CH2:5][NH:6][C:7]([c:8]1[cH:9][cH:10][c:11]([CH:14]([c:15]2[cH:16][cH:17][c:18]([CH:21]3[CH2:22][CH2:23][CH2:24][CH2:25][CH2:26]3)[cH:19][cH:20]2)[NH:27][C:28](=[O:29])[NH:30][c:31]2[cH:32][cH:33][c:34]([S:37][C:38]([F:39])([F:40])[F:41])[cH:35][cH:36]2)[cH:12][cH:13]1)=[O:42])[OH:43])[OH:44]. Isolated yield 69.2%. Run at time 18 hour. RXN SMILES: [O:1]([C:8]1[CH:15]=[CH:14][C:11]([CH:12]=O)=[CH:10][CH:9]=1)[C:2]1[CH:7]=[CH:6][CH:5]=[CH:4][CH:3]=1.[C@@H:16]([NH2:20])([CH2:18][CH3:19])[CH3:17].C([BH3-])#N.[Na+]>CO>[C@@H:16]([NH:20][CH2:12][C:11]1[CH:14]=[CH:15][C:8]([O:1][C:2]2[CH:7]=[CH:6][CH:5]=[CH:4][CH:3]=2)=[CH:9][CH:10]=1)([CH2:18][CH3:19])[CH3:17] |f:2.3|. Solvent: CO (methanol). Reported procedure: 4-Phenoxybenzaldehyde (8.13 g, 41 mmol) and (S)-sec-butylamine (3 g, 41 mmol) were dissolved in methanol (137 mL) under a nitrogen at room temperature. Sodium cyanoborohydride (2.58 g) was added, and stirring was continued for 18 hours. The solvent was removed, and the residue was suspended in ether, washed with brine and dried over Na2SO4. The ether was evaporated, and the crude product was chromatographed on silica gel eluting with 3% methanol in methylene chloride to provide 7.24 g (77%) of t... Product: [C@H](C)(CC)NCC1=CC=C(C=C1)OC1=CC=CC=C1 (N-((S)-sec-Butyl)-N-(4-phenoxybenzyl)amine). The reactants are O(C1=CC=CC=C1)C1=CC=C(C=O)C=C1 (4-Phenoxybenzaldehyde), [C@H](C)(CC)N ((S)-sec-butylamine), C(#N)[BH3-].[Na+] (Sodium cyanoborohydride).